This data is from the Open Reaction Database (ORD), a public repository of structured organic reaction records. The task is: describe an organic reaction: reactants, conditions, products, and yield The reactants are CCOP(=O)(Cc1coc(C(C)(C)C)n1)OCC, COCOc1nn(-c2ccccc2)cc1C=O, [H-], [Na+], C1CCOC1, O. The product is COCOc1nn(-c2ccccc2)cc1C=Cc1coc(C(C)(C)C)n1. Reaction SMILES: [C:1]([CH3:2])([CH3:3])([CH3:4])[c:5]1[o:6][cH:7][c:8]([CH2:10][P:11](=[O:12])([O:13][CH2:14][CH3:15])[O:16][CH2:17][CH3:18])[n:9]1.[CH3:21][O:22][CH2:23][O:24][c:25]1[n:26][n:27](-[c:32]2[cH:33][cH:34][cH:35][cH:36][cH:37]2)[cH:28][c:29]1[CH:30]=[O:31].[H-:19].[Na+:20].[O:39]1[CH2:40][CH2:41][CH2:42][CH2:43]1.[OH2:38]>>[C:1]([CH3:2])([CH3:3])([CH3:4])[c:5]1[o:6][cH:7][c:8]([CH:10]=[CH:30][c:29]2[c:25]([O:24][CH2:23][O:22][CH3:21])[n:26][n:27](-[c:32]3[cH:33][cH:34][cH:35][cH:36][cH:37]3)[cH:28]2)[n:9]1.